This data is from the Open Reaction Database (ORD), a public repository of structured organic reaction records. The task is: describe an organic reaction: reactants, conditions, products, and yield Starting materials: CCOC(C)=O, Fc1ccc(-c2nc(-c3ccc(OCc4ccccc4)cc3)cn2-c2ccncc2)cc1. The product is Oc1ccc(-c2cn(-c3ccncc3)c(-c3ccc(F)cc3)n2)cc1. Reaction SMILES: [CH3:33][CH2:34][O:35][C:36]([CH3:37])=[O:38].[n:1]1[cH:2][cH:3][c:4](-[n:7]2[c:8](-[c:26]3[cH:27][cH:28][c:29]([F:32])[cH:30][cH:31]3)[n:9][c:10](-[c:12]3[cH:13][cH:14][c:15]([O:18][CH2:19][c:20]4[cH:21][cH:22][cH:23][cH:24][cH:25]4)[cH:16][cH:17]3)[cH:11]2)[cH:5][cH:6]1>>[n:1]1[cH:2][cH:3][c:4](-[n:7]2[c:8](-[c:26]3[cH:27][cH:28][c:29]([F:32])[cH:30][cH:31]3)[n:9][c:10](-[c:12]3[cH:13][cH:14][c:15]([OH:18])[cH:16][cH:17]3)[cH:11]2)[cH:5][cH:6]1. Reactants: COC(C1=C(N=C(C=C1Cl)C)OC1=C(C=C(C=C1C)C)C)=O (4-chloro-2-(2,4,6-trimethyl-phenoxy)-6-methyl-nicotinic acid methyl ester), NC(C(C)O)CC (3-amino-pentan-2-ol). Solvent: CS(=O)C (DMSO). Run at temperature 130 celsius. Product: COC(C1=C(N=C(C=C1NC(C(C)O)CC)C)OC1=C(C=C(C=C1C)C)C)=O (4-(1-Ethyl-2-hydroxy-propylamino)-6-methyl-2-(2,4,6-trimethyl-phenoxy)-nicotinic acid methyl ester). RXN SMILES: [CH3:1][O:2][C:3](=[O:22])[C:4]1[C:9](Cl)=[CH:8][C:7]([CH3:11])=[N:6][C:5]=1[O:12][C:13]1[C:18]([CH3:19])=[CH:17][C:16]([CH3:20])=[CH:15][C:14]=1[CH3:21].[NH2:23][CH:24]([CH2:28][CH3:29])[CH:25]([OH:27])[CH3:26]>CS(C)=O>[CH3:1][O:2][C:3](=[O:22])[C:4]1[C:9]([NH:23][CH:24]([CH2:28][CH3:29])[CH:25]([OH:27])[CH3:26])=[CH:8][C:7]([CH3:11])=[N:6][C:5]=1[O:12][C:13]1[C:18]([CH3:19])=[CH:17][C:16]([CH3:20])=[CH:15][C:14]=1[CH3:21]. Procedure: A mixture of 4-chloro-2-(2,4,6-trimethyl-phenoxy)-6-methyl-nicotinic acid methyl ester (250 mg, 0.78 mmol) and 3-amino-pentan-2-ol (320 mg, 3.13 mmol) in DMSO was heated in 130° C. oil bath for 24 hr. The mixture cooled to rt and quenched with water and extracted with ethyl acetate. The organic layer was separated, washed with water, dried over anhydrous sodium sulfate, filtered, and concentrated to dryness to give 280 mg of crude product as an oil. The oil was purified through silica gel column... Starting materials: CC=1NC(=CN1)[N+](=O)[O-] (2-methyl -5-nitroimidazole), O1CC1CC (1,2-epoxybutane). The solvent is C(=O)O (formic acid). Run at temperature 10 celsius, time 8 hour. Yields the product OC(CN1C(=NC=C1[N+](=O)[O-])C)CC (1-(2-hydroxybutyl)-2-methyl-5-nitro-1H-imidazole). RXN SMILES: [CH3:1][C:2]1[NH:3][C:4]([N+:7]([O-:9])=[O:8])=[CH:5][N:6]=1.[O:10]1[CH:12]([CH2:13][CH3:14])[CH2:11]1>C(O)=O>[OH:10][CH:12]([CH2:13][CH3:14])[CH2:11][N:3]1[C:4]([N+:7]([O-:9])=[O:8])=[CH:5][N:6]=[C:2]1[CH3:1]. Procedure details: The reaction mixture of 2-methyl -5-nitroimidazole (127 g, 1.0 mol) and 88% formic acid will be cooled to 10° C. under stir, then 1,2-epoxybutane (360 g, 5.0 mol) will be added dropwise to above cold solution under the condition of 10° C. After the dropping, the reactants will be placed at room temperature overnight. The formic acid will be recovered under reduced pressure. To this residue, 100 ml of water will be added. The mixture will be filtered and the filter residue will be washed with wat... Reactants: ClCCCl, COc1cc(CC(=O)O)ccc1NC(=O)Nc1ccccc1C, CCOC(=O)c1ccc(CCCNC)cc1, CN(C)c1ccncc1, CCOC(C)=O, Cl, CN(C)C=O, On1nnc2ccccc21. The product is CCOC(=O)c1ccc(CCCN(C)C(=O)Cc2ccc(NC(=O)Nc3ccccc3C)c(OC)c2)cc1. RXN SMILES: [CH2:40]([Cl:41])[CH2:42][Cl:43].[CH3:1][O:2][c:3]1[cH:4][c:5]([CH2:20][C:21](=[O:22])[OH:23])[cH:6][cH:7][c:8]1[NH:9][C:10](=[O:11])[NH:12][c:13]1[c:14]([CH3:19])[cH:15][cH:16][cH:17][cH:18]1.[CH3:24][NH:25][CH2:26][CH2:27][CH2:28][c:29]1[cH:30][cH:31][c:32]([C:33](=[O:34])[O:35][CH2:36][CH3:37])[cH:38][cH:39]1.[CH3:55][N:56]([c:57]1[cH:58][cH:59][n:60][cH:61][cH:62]1)[CH3:63].[CH3:69][CH2:70][O:71][C:72]([CH3:73])=[O:74].[ClH:44].[O:64]=[CH:65][N:66]([CH3:67])[CH3:68].[OH:45][n:46]1[c:47]2[c:48]([cH:49][cH:50][cH:51][cH:52]2)[n:53][n:54]1>>[CH3:1][O:2][c:3]1[cH:4][c:5]([CH2:20][C:21](=[O:23])[N:25]([CH3:24])[CH2:26][CH2:27][CH2:28][c:29]2[cH:30][cH:31][c:32]([C:33](=[O:34])[O:35][CH2:36][CH3:37])[cH:38][cH:39]2)[cH:6][cH:7][c:8]1[NH:9][C:10](=[O:11])[NH:12][c:13]1[c:14]([CH3:19])[cH:15][cH:16][cH:17][cH:18]1.